Dataset: the Open Reaction Database (ORD), a public repository of structured organic reaction records. Task: describe an organic reaction: reactants, conditions, products, and yield Starting materials: BrCc1ccccc1, O=C([O-])[O-], CC(C)(C)OC(=O)C1CNC(=O)N1C(=O)OCc1ccccc1, CC(C)=O, [K+], [K+]. The product is CC(C)(C)OC(=O)C1CN(Cc2ccccc2)C(=O)N1C(=O)OCc1ccccc1. RXN SMILES: [Br:30][CH2:31][c:32]1[cH:33][cH:34][cH:35][cH:36][cH:37]1.[C:24](=[O:25])([O-:26])[O-:27].[CH2:1]([c:2]1[cH:3][cH:4][cH:5][cH:6][cH:7]1)[O:8][C:9](=[O:10])[N:11]1[C:12](=[O:23])[NH:13][CH2:14][CH:15]1[C:16](=[O:17])[O:18][C:19]([CH3:20])([CH3:21])[CH3:22].[CH3:38][C:39](=[O:40])[CH3:41].[K+:28].[K+:29]>>[CH2:1]([c:2]1[cH:3][cH:4][cH:5][cH:6][cH:7]1)[O:8][C:9](=[O:10])[N:11]1[C:12](=[O:23])[N:13]([CH2:31][c:32]2[cH:33][cH:34][cH:35][cH:36][cH:37]2)[CH2:14][CH:15]1[C:16](=[O:17])[O:18][C:19]([CH3:20])([CH3:21])[CH3:22]. The reactants are C(=C)C1=C(C=CC=C1)B(O)O (2-vinyl-phenylboronic acid), BrC1=NC=CC=C1 (2-bromopyridine), C([O-])([O-])=O.[K+].[K+] (potassium carbonate). Reagents/catalysts: [Pd].C1(=CC=CC=C1)P(C1=CC=CC=C1)C1=CC=CC=C1.C1(=CC=CC=C1)P(C1=CC=CC=C1)C1=CC=CC=C1.C1(=CC=CC=C1)P(C1=CC=CC=C1)C1=CC=CC=C1.C1(=CC=CC=C1)P(C1=CC=CC=C1)C1=CC=CC=C1 (tetrakis(triphenylphosphine) palladium). The solvent is O1CCCC1 (tetrahydrofuran). Yields the product C(=C)C1=C(C=CC=C1)C1=NC=CC=C1 (2-(2-Vinyl-phenyl)pyridine). Isolated yield 75.0%. Reaction SMILES: [CH:1]([C:3]1[CH:8]=[CH:7][CH:6]=[CH:5][C:4]=1B(O)O)=[CH2:2].Br[C:13]1[CH:18]=[CH:17][CH:16]=[CH:15][N:14]=1.C(=O)([O-])[O-].[K+].[K+]>[Pd].C1(P(C2C=CC=CC=2)C2C=CC=CC=2)C=CC=CC=1.C1(P(C2C=CC=CC=2)C2C=CC=CC=2)C=CC=CC=1.C1(P(C2C=CC=CC=2)C2C=CC=CC=2)C=CC=CC=1.C1(P(C2C=CC=CC=2)C2C=CC=CC=2)C=CC=CC=1.O1CCCC1>[CH:1]([C:3]1[CH:8]=[CH:7][CH:6]=[CH:5][C:4]=1[C:13]1[CH:18]=[CH:17][CH:16]=[CH:15][N:14]=1)=[CH2:2] |f:2.3.4,5.6.7.8.9|. Reported procedure: The reaction was performed with 2-vinyl-phenylboronic acid (10 g, 0.0676 mol), 2-bromopyridine (12.64 g, 0.08 mol), tetrahydrofuran (100 ml), 2M potassium carbonate aqueous solution (26 ml), and tetrakis(triphenylphosphine) palladium (Pd(Ph3)4, 0.06 g, 1 mol %) according to Example 1. The yield was 75%.